This data is from the Open Reaction Database (ORD), a public repository of structured organic reaction records. The task is: describe an organic reaction: reactants, conditions, products, and yield The reactants are C1(CCCCC1)N=C=NC1CCCCC1 (1,3-dicyclohexyl-carbodiimide), C1=C(C=CC=2SC3=CC=CC=C3C(C12)=O)C(=O)O (thioxanthen-9-one-2-carboxylic acid), OCCOC(C(=C)C)=O (2-hydroxyethylmethacrylate), C1(=CC=C(C=C1)S(=O)(=O)O)C.CN(C1=CC=NC=C1)C (4-dimethylamino-pyridine p-toluenesulfonic acid salt). The solvent is ClCCl (dichloromethane). Conditions: temperature 0 celsius, time 15 minute. Product: C(C(=C)C)(=O)OCCOC(=O)C1=CC=2C(C3=CC=CC=C3SC2C=C1)=O ((2-methacryloxyethyl)thioxanthen-9-one-2-carboxylate). The yield is 6.9%. RXN SMILES: [CH:1]1[C:14]2[C:13](=[O:15])[C:12]3[C:7](=[CH:8][CH:9]=[CH:10][CH:11]=3)[S:6][C:5]=2[CH:4]=[CH:3][C:2]=1[C:16]([OH:18])=[O:17].O[CH2:20][CH2:21][O:22][C:23](=[O:27])[C:24]([CH3:26])=[CH2:25].C1(C)C=CC(S(O)(=O)=O)=CC=1.CN(C)C1C=CN=CC=1.C1(N=C=NC2CCCCC2)CCCCC1>ClCCl>[C:23]([O:22][CH2:21][CH2:20][O:17][C:16]([C:2]1[CH:3]=[CH:4][C:5]2[S:6][C:7]3[C:12](=[CH:11][CH:10]=[CH:9][CH:8]=3)[C:13](=[O:15])[C:14]=2[CH:1]=1)=[O:18])(=[O:27])[C:24]([CH3:26])=[CH2:25] |f:2.3|. Reported procedure: A mixture of thioxanthen-9-one-2-carboxylic acid (3.8 g, 19.8 mmol), 2-hydroxyethylmethacrylate (7.7 g, 59.3mmol), 4-dimethylamino-pyridine p-toluenesulfonic acid salt (2.3 g, 7.9mmol), and anhydrous dichloromethane (31 mL) is cooled to 0° C. under nitrogen and treated with 1,3-dicyclohexyl-carbodiimide (2.1 g, 10.1 mmol). After 15 min, the reaction mixture was warmed to ambient and stirred for 12 h. The precipitated urea by product was filtered, and the filtrate was washed successively with 10%...